Dataset: the Open Reaction Database (ORD), a public repository of structured organic reaction records. Task: describe an organic reaction: reactants, conditions, products, and yield Starting materials: FC(SC1=CC=C(C=C1)CC(=O)O)(F)F (4-(trifluoromethylthio)phenylacetic acid), CDI-, Cl.NCC=1C=C2CN(C(C2=CC1)=O)C1C(NC(CC1)=O)=O (3-(5-(aminomethyl)-1-oxoisoindolin-2-yl)piperidine-2,6-dione hydrochloride). Run in CN(C)C=O (DMF). Conditions: temperature 40 celsius, time 3 hour. The product is O=C1NC(CCC1N1C(C2=CC=C(C=C2C1)CNC(CC1=CC=C(C=C1)SC(F)(F)F)=O)=O)=O (N-[2-(2,6-dioxo-piperidin-3-yl)-1-oxo-2,3-dihydro-1H-isoindol-5-ylmethyl]-2-(4-trifluoromethylsulfanyl-phenyl)-acetamide). Isolated yield 45.8%. Reaction SMILES: [F:1][C:2]([F:15])([F:14])[S:3][C:4]1[CH:9]=[CH:8][C:7]([CH2:10][C:11]([OH:13])=O)=[CH:6][CH:5]=1.Cl.[NH2:17][CH2:18][C:19]1[CH:20]=[C:21]2[C:25](=[CH:26][CH:27]=1)[C:24](=[O:28])[N:23]([CH:29]1[CH2:34][CH2:33][C:32](=[O:35])[NH:31][C:30]1=[O:36])[CH2:22]2>CN(C=O)C>[O:36]=[C:30]1[CH:29]([N:23]2[CH2:22][C:21]3[C:25](=[CH:26][CH:27]=[C:19]([CH2:18][NH:17][C:11](=[O:13])[CH2:10][C:7]4[CH:6]=[CH:5][C:4]([S:3][C:2]([F:1])([F:15])[F:14])=[CH:9][CH:8]=4)[CH:20]=3)[C:24]2=[O:28])[CH2:34][CH2:33][C:32](=[O:35])[NH:31]1 |f:1.2|. Procedure: A stirred mixture of 4-(trifluoromethylthio)phenylacetic acid (0.38 g, 1.6 mmol), and CDI-(0.27 g, 1.7 mmol) in DMF (20 ml) was heated at 40° C. for 2 hrs. Then, 3-(5-(aminomethyl)-1-oxoisoindolin-2-yl)piperidine-2,6-dione hydrochloride (0.5 g, 1.6 mmol) was added to the mixture and allowed to stir for 3 h. The mixture was quenched with 4% aqueous HCl (30 mL). The precipitate was filtered and washed with H2O (50 mL) and dried in vacuo, providing N-[2-(2,6-dioxo-piperidin-3-yl)-1-oxo-2,3-dihydro-... Starting materials: N1N=CC(=C1)CN1N=C(C2=C(C=CC=C12)NC(=O)C1=CN=C2N1C=CC=C2)CC (N-(1-((1H-pyrazol-4-yl)methyl)-3-ethyl-1H-indazol-4-yl)imidazo[1,2-a]pyridine-3-carboxamide), O.[OH-].[Cs+] (cesium hydroxide hydrate), BrCC (bromoethane), Cl (Hydrogen chloride). Run in CN(C=O)C (N,N-dimethyl formamide). Run at time 60 minute. The product is Cl.Cl.C(C)C1=NN(C2=CC=CC(=C12)NC(=O)C1=CN=C2N1C=CC=C2)CC=2C=NN(C2)CC (N-(3-ethyl-1-((1-ethyl-1H-pyrazol-4-yl)methyl)-1H-indazol-4-yl)imidazo[1,2-a]pyridine-3-carboxamide dihydrochloride). Isolated yield 19.8%. Reaction SMILES: [NH:1]1[CH:5]=[C:4]([CH2:6][N:7]2[C:15]3[C:10](=[C:11]([NH:16][C:17]([C:19]4[N:23]5[CH:24]=[CH:25][CH:26]=[CH:27][C:22]5=[N:21][CH:20]=4)=[O:18])[CH:12]=[CH:13][CH:14]=3)[C:9]([CH2:28][CH3:29])=[N:8]2)[CH:3]=[N:2]1.O.[OH-].[Cs+].Br[CH2:34][CH3:35].[ClH:36]>CN(C)C=O>[ClH:36].[ClH:36].[CH2:28]([C:9]1[C:10]2[C:15](=[CH:14][CH:13]=[CH:12][C:11]=2[NH:16][C:17]([C:19]2[N:23]3[CH:24]=[CH:25][CH:26]=[CH:27][C:22]3=[N:21][CH:20]=2)=[O:18])[N:7]([CH2:6][C:4]2[CH:5]=[N:1][N:2]([CH2:34][CH3:35])[CH:3]=2)[N:8]=1)[CH3:29] |f:1.2.3,7.8.9|. Reported procedure: To a solution of N-(1-((1H-pyrazol-4-yl)methyl)-3-ethyl-1H-indazol-4-yl)imidazo[1,2-a]pyridine-3-carboxamide (20 mg, 0.052 mmol; prepared according to Example 21, Step A) in dry N,N-dimethyl formamide (0.5 mL) was added cesium hydroxide hydrate (8.7 mg, 0.052 mmol) and bromoethane (5.7 mg, 0.052 mmol). The mixture was stirred under a nitrogen atmosphere for 60 minutes at ambient temperature. The mixture was filtered, washed with methanol and ethyl acetate, and concentrated under a stream of nitr... Starting materials: CC(=O)O, O, CCCc1nc(C(O)C(C)(C)C)c(C#N)n1Cc1ccc(-c2ccccc2-c2nnnn2C(c2ccccc2)(c2ccccc2)c2ccccc2)cc1. Yields the product CCCc1nc(C(O)C(C)(C)C)c(C#N)n1Cc1ccc(-c2ccccc2-c2nnn[nH]2)cc1. RXN SMILES: [CH3:54][C:55](=[O:56])[OH:57].[OH2:58].[OH:1][CH:2]([C:3]([CH3:4])([CH3:5])[CH3:6])[c:7]1[n:8][c:9]([CH2:51][CH2:52][CH3:53])[n:10]([CH2:14][c:15]2[cH:16][cH:17][c:18](-[c:21]3[c:22](-[c:27]4[n:28][n:29][n:30][n:31]4[C:32]([c:33]4[cH:34][cH:35][cH:36][cH:37][cH:38]4)([c:39]4[cH:40][cH:41][cH:42][cH:43][cH:44]4)[c:45]4[cH:46][cH:47][cH:48][cH:49][cH:50]4)[cH:23][cH:24][cH:25][cH:26]3)[cH:19][cH:20]2)[c:11]1[C:12]#[N:13]>>[OH:1][CH:2]([C:3]([CH3:4])([CH3:5])[CH3:6])[c:7]1[n:8][c:9]([CH2:51][CH2:52][CH3:53])[n:10]([CH2:14][c:15]2[cH:16][cH:17][c:18](-[c:21]3[c:22](-[c:27]4[n:28][n:29][n:30][nH:31]4)[cH:23][cH:24][cH:25][cH:26]3)[cH:19][cH:20]2)[c:11]1[C:12]#[N:13]. Reactants: C(C1=CC=CC=C1)=O (Benzaldehyde), C(C)OC(=O)[C@@H]1N[C@@H](CC1)C1=CC(=C(C(=C1)F)F)F ((2R,5S)-5-(3,4,5-trifluorophenyl)pyrrolidine-2-carboxylic acid ethyl ester), [Cl-].[NH4+] (Ammonium chloride), [Na] (Sodium). The solvent is O1CCCC1.CO (tetrahydrofuran methanol), C(C)(=O)O (acetic acid), C(C)(=O)OCC (ethyl acetate). Conditions: time 10 minute. The product is C(C)OC(=O)[C@@H]1N([C@@H](CC1)C1=CC(=C(C(=C1)F)F)F)CC1=CC=CC=C1 ((2R,5S)-1-benzyl-5-(3,4,5-trifluorophenyl)pyrrolidine-2-carboxylic acid ethyl ester). RXN SMILES: [CH:1](=O)[C:2]1[CH:7]=[CH:6][CH:5]=[CH:4][CH:3]=1.[CH2:9]([O:11][C:12]([C@H:14]1[CH2:18][CH2:17][C@@H:16]([C:19]2[CH:24]=[C:23]([F:25])[C:22]([F:26])=[C:21]([F:27])[CH:20]=2)[NH:15]1)=[O:13])[CH3:10].[Na].[Cl-].[NH4+]>C(OCC)(=O)C.O1CCCC1.CO.C(O)(=O)C>[CH2:9]([O:11][C:12]([C@H:14]1[CH2:18][CH2:17][C@@H:16]([C:19]2[CH:24]=[C:23]([F:25])[C:22]([F:26])=[C:21]([F:27])[CH:20]=2)[N:15]1[CH2:1][C:2]1[CH:7]=[CH:6][CH:5]=[CH:4][CH:3]=1)=[O:13])[CH3:10] |f:3.4,6.7,^1:27|. Procedure: Benzaldehyde (2.46 mL) and acetic acid (3 mL) were added to a tetrahydrofuran/methanol (80 mL, 4/1) solution of (2R,5S)-5-(3,4,5-trifluorophenyl)pyrrolidine-2-carboxylic acid ethyl ester (3.42 g) obtained in Example 14. Stirring was continued for 10 minutes at room temperature. Sodium triacetoxybrohydride (5.15 g) was added to the reaction solution, and stirring was continued for 3.5 days. Ammonium chloride aqueous solution and ethyl acetate were added, and the organic layer was partitioned. The... Reactants: ON=C1C(CC2=CC(=C(C(=C12)Cl)Cl)OCC(=O)O)(C)C1CCCC1 ((1-hydroxyimino-2-cyclopentyl-2-methyl-6,7-dichloro-5-indanyloxy)acetic acid), C(O)([O-])=O.[Na+] (sodium hydrogen carbonate). Solvent: O (water). Product: ON=C1C(CC2=CC(=C(C(=C12)Cl)Cl)OCC(=O)[O-])(C)C1CCCC1.[Na+] (Sodium (1-hydroxyimino-2-cyclopentyl-2-methyl-6,7-dichloro-5-indanyloxy)acetate). As a reaction SMILES: [OH:1][N:2]=[C:3]1[C:11]2[C:6](=[CH:7][C:8]([O:14][CH2:15][C:16]([OH:18])=[O:17])=[C:9]([Cl:13])[C:10]=2[Cl:12])[CH2:5][C:4]1([CH:20]1[CH2:24][CH2:23][CH2:22][CH2:21]1)[CH3:19].C(=O)([O-])O.[Na+:29]>O>[OH:1][N:2]=[C:3]1[C:11]2[C:6](=[CH:7][C:8]([O:14][CH2:15][C:16]([O-:18])=[O:17])=[C:9]([Cl:13])[C:10]=2[Cl:12])[CH2:5][C:4]1([CH:20]1[CH2:24][CH2:23][CH2:22][CH2:21]1)[CH3:19].[Na+:29] |f:1.2,4.5|. Reported procedure: 100 Mg. of (1-hydroxyimino-2-cyclopentyl-2-methyl-6,7-dichloro-5-indanyloxy)acetic acid are dissolved in 3 ml. of 0.1 N-sodium hydrogen carbonate solution. The solution is made up to 10 ml. with water and sterilized.